Dataset: the Open Reaction Database (ORD), a public repository of structured organic reaction records. Task: describe an organic reaction: reactants, conditions, products, and yield Starting materials: C(C)(C)NC(C)C (diisopropylamine), C(CCC)[Li] (n-butyllithium), hexanes, ClC=1C=C(C=CC1)[C@@H]1[C@H](N(S[C@@H](C1)CC=C)C(C)C)C1=CC=C(C=C1)Cl ((3S,4R,6R)-4-(3-chlorophenyl)-3-(4-chlorophenyl)-2-(2-propanyl)-6-(2-propen-1-yl)-1,2-thiazinan), CI (methyl iodide), [Li+].CC(C)[N-]C(C)C (LDA). Solvent: C1CCOC1 (THF), C1CCOC1 (THF). Conditions: temperature -78 celsius, time 10 minute. Product: ClC=1C=C(C=CC1)[C@@H]1[C@H](N(S[C@](C1)(CC=C)C)C(C)C)C1=CC=C(C=C1)Cl ((3S,4R,6S)-4-(3-chlorophenyl)-3-(4-chlorophenyl)-6-methyl-2-(2-propanyl)-6-(2-propen-1-yl)-1,2-thiazinan). As a reaction SMILES: [CH:1](NC(C)C)(C)C.C([Li])CCC.[Cl:13][C:14]1[CH:15]=[C:16]([C@H:20]2[CH2:25][C@@H:24]([CH2:26][CH:27]=[CH2:28])[S:23][N:22]([CH:29]([CH3:31])[CH3:30])[C@@H:21]2[C:32]2[CH:37]=[CH:36][C:35]([Cl:38])=[CH:34][CH:33]=2)[CH:17]=[CH:18][CH:19]=1.CI.[Li+].CC([N-]C(C)C)C>C1COCC1>[Cl:13][C:14]1[CH:15]=[C:16]([C@H:20]2[CH2:25][C@:24]([CH3:1])([CH2:26][CH:27]=[CH2:28])[S:23][N:22]([CH:29]([CH3:31])[CH3:30])[C@@H:21]2[C:32]2[CH:33]=[CH:34][C:35]([Cl:38])=[CH:36][CH:37]=2)[CH:17]=[CH:18][CH:19]=1 |f:4.5|. Procedure details: To a degassed solution of diisopropylamine (300 μL, 2.123 mmol) in THF (1.0 ml) was added dropwise at −78° C. n-butyllithium, 2.5 M in hexanes (800 μL, 2.000 mmol). After stirring the solution at −78° C. for 10 min, the reaction was warmed to room temperature. In a separate flask, a degassed solution of 111.9 mg (0.255 mmol) of (3S,4R,6R)-4-(3-chlorophenyl)-3-(4-chlorophenyl)-2-(2-propanyl)-6-(2-propen-1-yl)-1,2-thiazinan (Example 117, Step E) and methyl iodide (0.6 ml, 9.62 mmol) in THF (1.0 ml... The reactants are O=C([O-])O, CC[S-], O=[N+]([O-])c1c(F)c(Cl)cc2c1[nH]c1cnccc12, [Na+], [Na+], CN(C)C=O. Yields the product CCSc1c(Cl)cc2c([nH]c3cnccc32)c1[N+](=O)[O-]. Reaction SMILES: [C:23](=[O:24])([OH:25])[O-:26].[CH3:19][CH2:20][S-:21].[Cl:1][c:2]1[cH:3][c:4]2[c:5]3[cH:6][cH:7][n:8][cH:9][c:10]3[nH:11][c:12]2[c:13]([N+:16](=[O:17])[O-:18])[c:14]1[F:15].[Na+:22].[Na+:27].[O:28]=[CH:29][N:30]([CH3:31])[CH3:32]>>[Cl:1][c:2]1[cH:3][c:4]2[c:5]3[cH:6][cH:7][n:8][cH:9][c:10]3[nH:11][c:12]2[c:13]([N+:16](=[O:17])[O-:18])[c:14]1[S:21][CH2:20][CH3:19]. Reactants: C(C1=CC=CC=C1)Br (benzyl bromide), C([O-])([O-])=O.[Cs+].[Cs+] (cesium carbonate), OC=1C(NC(=CC1C(=O)OCC)C)=O (3-hydroxy-4-ethoxycarbonyl-6-methyl-2-pyridinone), C(C1=CC=CC=C1)Br (benzyl bromide). Solvent: CN(C)C=O (DMF). Run at temperature 4 celsius, time 48 hour. The product is C(C1=CC=CC=C1)OC=1C(NC(=CC1C(=O)OCC)C)=O (3-Benzyloxy-4-ethoxycarbonyl-6-methyl-2-pyridinone). As a reaction SMILES: [OH:1][C:2]1[C:3](=[O:14])[NH:4][C:5]([CH3:13])=[CH:6][C:7]=1[C:8]([O:10][CH2:11][CH3:12])=[O:9].[CH2:15](Br)[C:16]1[CH:21]=[CH:20][CH:19]=[CH:18][CH:17]=1.C(=O)([O-])[O-].[Cs+].[Cs+]>CN(C=O)C>[CH2:15]([O:1][C:2]1[C:3](=[O:14])[NH:4][C:5]([CH3:13])=[CH:6][C:7]=1[C:8]([O:10][CH2:11][CH3:12])=[O:9])[C:16]1[CH:21]=[CH:20][CH:19]=[CH:18][CH:17]=1 |f:2.3.4|. Procedure details: To a stirred solution of 3-hydroxy-4-ethoxycarbonyl-6-methyl-2-pyridinone (prepared by the method of Feist et al., Chem. Ber., 1902, vol. 35, p. 1545; 23.9 g, 121 mmol) and benzyl bromide (14.4 mL, 121 mmol) in DMF (400 mL) at 0° C. was added cesium carbonate (39.7, 121 mmol). The resulting mixture was stirred at 4° C. for 48 h. More benzyl bromide was added (2.8 mL, 24 mmol) and the mixture was stirred at 4° C. for another 72 h. The solvent was removed in vacuo and the residue was suspended in ... Reactants: CN(C)C=O (DMF), COC(N=C(C(=NC1=CC=C(C=C1)C1=NOC(=N1)C)C1=CC(=CC(=C1)O)C#C)SC)=O ({2-(3-ethynyl-5-hydroxyphenyl)-2-[4-(5-methyl-[1,2,4]oxadiazol-3-yl)phenylimino]-1-methylsulfanylethylidene}carbamic acid methyl ester), C([O-])([O-])=O.[K+].[K+] (potassium carbonate), BrCCOC1OCCCC1 (2-(2-bromoethoxy)tetrahydropyran). Solvent: O (water). Reaction conditions: time 8 hour. The product is COC(N=C(C(=NC1=CC=C(C=C1)C1=NOC(=N1)C)C1=CC(=CC(=C1)OCCOC1OCCCC1)C#C)SC)=O ([2-{3-ethynyl-5-[2-(tetrahydropyran-2-yloxy)ethoxy]phenyl}-2-[4-(5-methyl-[1,2,4]oxadiazol-3-yl)phenylimino]-1-methylsulfanylethylidene]carbamic acid methyl ester). As a reaction SMILES: CN(C=O)C.[CH3:6][O:7][C:8](=[O:36])[N:9]=[C:10]([S:34][CH3:35])[C:11]([C:25]1[CH:30]=[C:29]([OH:31])[CH:28]=[C:27]([C:32]#[CH:33])[CH:26]=1)=[N:12][C:13]1[CH:18]=[CH:17][C:16]([C:19]2[N:23]=[C:22]([CH3:24])[O:21][N:20]=2)=[CH:15][CH:14]=1.C(=O)([O-])[O-].[K+].[K+].Br[CH2:44][CH2:45][O:46][CH:47]1[CH2:52][CH2:51][CH2:50][CH2:49][O:48]1>O>[CH3:6][O:7][C:8](=[O:36])[N:9]=[C:10]([S:34][CH3:35])[C:11]([C:25]1[CH:30]=[C:29]([O:31][CH2:44][CH2:45][O:46][CH:47]2[CH2:52][CH2:51][CH2:50][CH2:49][O:48]2)[CH:28]=[C:27]([C:32]#[CH:33])[CH:26]=1)=[N:12][C:13]1[CH:18]=[CH:17][C:16]([C:19]2[N:23]=[C:22]([CH3:24])[O:21][N:20]=2)=[CH:15][CH:14]=1 |f:2.3.4|. Procedure: To 6 ml of a DMF solution containing 512 mg of {2-(3-ethynyl-5-hydroxyphenyl)-2-[4-(5-methyl-[1,2,4]oxadiazol-3-yl)phenylimino]-1-methylsulfanylethylidene}carbamic acid methyl ester (Example (45b)), 1.3 g of potassium carbonate and 0.64 ml of 2-(2-bromoethoxy)tetrahydropyran were added. The resulting mixture was stirred at room temperature overnight, and then water was added thereto and extracted with ethyl acetate. The organic layer was washed with water and dried over anhydrous magnesium sulfa... The reactants are CC(CS(=O)(=O)C1=CC=CC=C1)[C@H]1CC[C@H]2C3=CC=C4C[C@H](C[C@@H]([C@]4(C)[C@H]3CC[C@]12C)OC(C)=O)OC(C)=O (20-methyl-1α,3β-diacetoxy-21-phenylsulfonylpregna-5,7-diene), C(C)(C)[N-]C(C)C.[Li+] (lithium diisopropylamide), C(CCC)[Li] (butyllithium), C(C)(C)NC(C)C (diisopropylamine), O1CC1C(C)C (1,2-epoxy-3-methylbutane), [Cl-].[NH4+] (ammonium chloride). Reaction conditions: temperature -30 celsius, time 30 minute. RXN SMILES: [CH3:1][CH:2]([C@@H:13]1[C@:30]2([CH3:31])[C@H:16]([C:17]3[C@H:27]([CH2:28][CH2:29]2)[C@:25]2([CH3:26])[C:20]([CH2:21][C@@H:22]([O:36][C:37](=[O:39])[CH3:38])[CH2:23][C@@H:24]2[O:32][C:33](=[O:35])[CH3:34])=[CH:19][CH:18]=3)[CH2:15][CH2:14]1)[CH2:3][S:4]([C:7]1[CH:12]=[CH:11][CH:10]=[CH:9][CH:8]=1)(=[O:6])=[O:5].C([N-]C(C)C)(C)C.[Li+].C([Li])CCC.C(NC(C)C)(C)C.[O:60]1[CH:62]([CH:63]([CH3:65])[CH3:64])[CH2:61]1.[Cl-].[NH4+]>O1CCCC1.C(OCC)C.CCCCCC>[C:33]([O:32][C@@H:24]1[C@@:25]2([CH3:26])[C:20](=[CH:19][CH:18]=[C:17]3[C@@H:27]2[CH2:28][CH2:29][C@@:30]2([CH3:31])[C@H:16]3[CH2:15][CH2:14][C@@H:13]2[C@H:2]([CH3:1])[CH:3]([S:4]([C:7]2[CH:8]=[CH:9][CH:10]=[CH:11][CH:12]=2)(=[O:6])=[O:5])[CH2:61][CH:62]([OH:60])[CH:63]([CH3:65])[CH3:64])[CH2:21][C@@H:22]([O:36][C:37](=[O:39])[CH3:38])[CH2:23]1)(=[O:35])[CH3:34] |f:1.2,6.7|. Run in O1CCCC1 (tetrahydrofuran), O1CCCC1 (tetrahydrofuran), CCCCCC (hexane), C(C)OCC (Diethyl ether), O1CCCC1 (tetrahydrofuran). Isolated yield 40.4%. The product is C(C)(=O)O[C@H]1C[C@@H](CC2=CC=C3[C@@H]4CC[C@H]([C@@H](C(CC(C(C)C)O)S(=O)(=O)C5=CC=CC=C5)C)[C@]4(CC[C@@H]3[C@@]12C)C)OC(C)=O (1α,3β-diacetoxy-22-phenylsulfonylcholesta-5,7-dien-24-ol). Procedure: In 2 ml of tetrahydrofuran was dissolved 45 mg of 20-methyl-1α,3β-diacetoxy-21-phenylsulfonylpregna-5,7-diene and the solution was cooled in a dry ice-acetone bath under argon atmosphere. A 0.35-ml portion of a lithium diisopropylamide solution prepared from 2 ml of a 1.5N hexane solution of butyllithium and 0.5 ml of diisopropylamine in 10 ml of tetrahydrofuran was added and the resulting mixture was stirred at -30° C. for 30 minutes. The mixture was again cooled in a dry ice-acetone bath and t... The reactants are OBO, CC(=O)[O-], CC(=O)[O-], CCOc1cc(OC(C)C)c(F)c(N(Cc2cc[nH]n2)c2ccc(C#N)cc2)c1, CCOC(C)=O, ClCCl, [Cu+2], OB(O)c1ccccc1, c1ccncc1. The product is CCOc1cc(OC(C)C)c(F)c(N(Cc2ccn(-c3ccccc3)n2)c2ccc(C#N)cc2)c1. Reaction SMILES: [BH:45]([OH:46])[OH:47].[C:57]([O-:58])(=[O:59])[CH3:60].[C:62]([O-:63])(=[O:64])[CH3:65].[CH2:1]([CH3:2])[O:3][c:4]1[cH:5][c:6]([O:26][CH:27]([CH3:28])[CH3:29])[c:7]([F:25])[c:8]([N:10]([c:11]2[cH:12][cH:13][c:14]([C:15]#[N:16])[cH:17][cH:18]2)[CH2:19][c:20]2[n:21][nH:22][cH:23][cH:24]2)[cH:9]1.[CH3:51][CH2:52][O:53][C:54]([CH3:55])=[O:56].[Cl:48][CH2:49][Cl:50].[Cu+2:61].[OH:36][B:37]([OH:38])[c:39]1[cH:40][cH:41][cH:42][cH:43][cH:44]1.[cH:30]1[cH:31][cH:32][n:33][cH:34][cH:35]1>>[CH2:1]([CH3:2])[O:3][c:4]1[cH:5][c:6]([O:26][CH:27]([CH3:28])[CH3:29])[c:7]([F:25])[c:8]([N:10]([c:11]2[cH:12][cH:13][c:14]([C:15]#[N:16])[cH:17][cH:18]2)[CH2:19][c:20]2[n:21][n:22](-[c:39]3[cH:40][cH:41][cH:42][cH:43][cH:44]3)[cH:23][cH:24]2)[cH:9]1. Starting materials: O=[N+]([O-])[O-].[O-][N+]([O-])=O.[O-][N+]([O-])=O.[O-][N+]([O-])=O.[O-][N+]([O-])=O.[O-][N+]([O-])=O.[Ce+4].[NH4+].[NH4+] (CAN), COC1=C(C(=C(C2=C1CCC(CC2)CCN2C(C=CC=C2)=O)OC)OC)OC (1-[2-(1,2,3,4-tetramethoxy-6,7,8,9-tetrahydro-5H-benzo[a]cyclohepten-7-yl)ethyl]-1,2-dihydro-2-pyridinone), N1=C(C=CC=C1C(=O)O)C(=O)O (pyridine-2,6-dicarboxylic acid), C1CCOC1 (THF). The solvent is C([O-])(O)=O.[Na+] (sodium bicarbonate), O (water), O (water). Reaction conditions: time 15 minute. Yields the product COC1=C(C(C2=C(CCC(CC2)CCN2C(C=CC=C2)=O)C1=O)=O)OC (2,3-Dimethoxy-7-[2-(2-oxo-1,2-dihydro-1-pyridyl)ethyl]-4,5,6,7,8,9-hexahydro-1H-benzo[a]cycloheptene-1,4-dione). The yield is 63.3%. Reaction SMILES: C[O:2][C:3]1[C:8]2[CH2:9][CH2:10][CH:11]([CH2:14][CH2:15][N:16]3[CH:21]=[CH:20][CH:19]=[CH:18][C:17]3=[O:22])[CH2:12][CH2:13][C:7]=2[C:6]([O:23]C)=[C:5]([O:25][CH3:26])[C:4]=1[O:27][CH3:28].N1C(C(O)=O)=CC=CC=1C(O)=O.C1COCC1.O=[N+]([O-])[O-].[O-][N+](=O)[O-].[O-][N+](=O)[O-].[O-][N+](=O)[O-].[O-][N+](=O)[O-].[O-][N+](=O)[O-].[Ce+4].[NH4+].[NH4+]>C(=O)(O)[O-].[Na+].O>[CH3:28][O:27][C:4]1[C:3](=[O:2])[C:8]2[CH2:9][CH2:10][CH:11]([CH2:14][CH2:15][N:16]3[CH:21]=[CH:20][CH:19]=[CH:18][C:17]3=[O:22])[CH2:12][CH2:13][C:7]=2[C:6](=[O:23])[C:5]=1[O:25][CH3:26] |f:3.4.5.6.7.8.9.10.11,12.13|. Reported procedure: To a mixture of 1-[2-(1,2,3,4-tetramethoxy-6,7,8,9-tetrahydro-5H-benzo[a]cyclohepten-7-yl)ethyl]-1,2-dihydro-2-pyridinone (334 mg), pyridine-2,6-dicarboxylic acid (433 mg), THF (8 ml), and water (4 ml) was added an water (4 ml) solution of CAN (1.89 g) with cooling with ice. After being stirred for 15 min, the reaction mixture was diluted with saturated aqueous sodium bicarbonate and extracted with ethyl acetate. The organic layer was washed with water and saturated aqueous sodium chloride and d... Reactants: C(#N)NC(SC)=NC (N-cyano-N',S-dimethylisothiourea), C(CN)N (ethylenediamine). Run in C(C)#N (acetonitrile). Yields the product CNC(=NC#N)NCCN (N-methyl-N'-aminoethyl-N"-cyanoguanidine). RXN SMILES: [C:1]([NH:3][C:4](=[N:7][CH3:8])SC)#[N:2].[CH2:9]([NH2:12])[CH2:10][NH2:11]>C(#N)C>[CH3:8][NH:7][C:4]([NH:11][CH2:10][CH2:9][NH2:12])=[N:3][C:1]#[N:2]. Procedure: Combine the product of Step 1 and ethylenediamine (4 ml) in acetonitrile (CH3CN) (15 ml) and stir for 60 hours. Filter the resultant solution and recrystallize from EtOH to obtain N-methyl-N'-aminoethyl-N"-cyanoguanidine (15 g). Yields the product CC(=O)SCC(C(=O)NC(Cc1ccc(O)cc1)C(=O)OCc1ccccc1)C(C)c1ccc(O)cc1. RXN SMILES: [C:1]([CH3:2])(=[O:3])[S:4][CH2:5][CH:6]([C:7](=[O:8])[OH:9])[CH:10]([CH3:11])[c:12]1[cH:13][cH:14][c:15]([OH:18])[cH:16][cH:17]1.[CH2:19]([c:20]1[cH:21][cH:22][cH:23][cH:24][cH:25]1)[O:26][C:27]([CH:28]([NH2:29])[CH2:30][c:31]1[cH:32][cH:33][c:34]([OH:37])[cH:35][cH:36]1)=[O:38]>>[C:1]([CH3:2])(=[O:3])[S:4][CH2:5][CH:6]([C:7](=[O:9])[NH:29][CH:28]([C:27]([O:26][CH2:19][c:20]1[cH:21][cH:22][cH:23][cH:24][cH:25]1)=[O:38])[CH2:30][c:31]1[cH:32][cH:33][c:34]([OH:37])[cH:35][cH:36]1)[CH:10]([CH3:11])[c:12]1[cH:13][cH:14][c:15]([OH:18])[cH:16][cH:17]1. Starting materials: CC(=O)SCC(C(=O)O)C(C)c1ccc(O)cc1, NC(Cc1ccc(O)cc1)C(=O)OCc1ccccc1.